From a dataset of the Open Reaction Database (ORD), a public repository of structured organic reaction records. describe an organic reaction: reactants, conditions, products, and yield The reactants are C(C)(C)(C)OC([C@@H](NC(=O)OCC1C2=CC=CC=C2C=2C=CC=CC12)CO[C@@H]1[C@@H]([C@@H](OC(C)=O)[C@@H](OC(C)=O)[C@H](O1)COC(C)=O)NC(C)=O)=O (Nα-(Fluoren-9-ylmethoxycarbonyl)-3-O-(2-acetamido-3,4,6-tri-O-acetyl-2-deoxy-α-D-galactopyranosyl)-L-serine tert-butyl ester), t-butyl ester, C(C)(C)(C)OC([C@@H](NC(=O)OCC1C2=CC=CC=C2C=2C=CC=CC12)CO)=O (Nα-(Fluoren-9-ylmethoxycarbonyl)-L-serine tert-butyl ester), 3,4,6-tri-O-acetyl-2-azido-2-deoxy-p-D-galactopyranosyl chloride. Reagents/catalysts: C(F)(F)(F)S(=O)(=O)[O-].[Ag+] (AgOTf). Solvent: C(=O)O (formic acid). Run at time 10 hour. The product is C(C)(C)(C)OC([C@@H](NC(=O)OCC1C2=CC=CC=C2C=2C=CC=CC12)CO[C@@H]1[C@@H]([C@@H](OC(C)=O)[C@@H](OC(C)=O)[C@H](O1)COC(C)=O)NC(C)=O)=O (Nα-(Fluoren-9-ylmethoxycarbonyl)-3-O-(2-acetamido-3,4,6-tri-O-acetyl-2-deoxy-α-D-galactopyranosyl)-L-serine tert-butyl ester), O.CC#N (water MeCN). The yield is 79.0%. RXN SMILES: C([O:5][C:6](=O)[C@H:7](CO)[NH:8]C(OCC1C2C=CC=CC=2C2C1=CC=CC=2)=O)(C)(C)C.[C:29]([O:33][C:34](=[O:79])[C@H:35]([CH2:54][O:55][C@H:56]1[O:69][C@H:68]([CH2:70][O:71][C:72](=[O:74])[CH3:73])[C@H:63]([O:64][C:65](=[O:67])[CH3:66])[C@H:58]([O:59][C:60](=[O:62])[CH3:61])[C@H:57]1[NH:75][C:76](=[O:78])[CH3:77])[NH:36][C:37]([O:39][CH2:40][CH:41]1[C:53]2[CH:52]=[CH:51][CH:50]=[CH:49][C:48]=2[C:47]2[C:42]1=[CH:43][CH:44]=[CH:45][CH:46]=2)=[O:38])([CH3:32])([CH3:31])[CH3:30]>C(S([O-])(=O)=O)(F)(F)F.[Ag+].C(O)=O>[C:29]([O:33][C:34](=[O:79])[C@H:35]([CH2:54][O:55][C@H:56]1[O:69][C@H:68]([CH2:70][O:71][C:72](=[O:74])[CH3:73])[C@H:63]([O:64][C:65](=[O:67])[CH3:66])[C@H:58]([O:59][C:60](=[O:62])[CH3:61])[C@H:57]1[NH:75][C:76](=[O:78])[CH3:77])[NH:36][C:37]([O:39][CH2:40][CH:41]1[C:42]2[CH:43]=[CH:44][CH:45]=[CH:46][C:47]=2[C:48]2[C:53]1=[CH:52][CH:51]=[CH:50][CH:49]=2)=[O:38])([CH3:30])([CH3:31])[CH3:32].[OH2:5].[CH3:6][C:7]#[N:8] |f:2.3,6.7|. Procedure: Nα-(Fluoren-9-ylmethoxycarbonyl)-3-O-(2-acetamido-3,4,6-tri-O-acetyl-2-deoxy-α-D-galactopyranosyl)-L-serine tert-butyl ester 1 was prepared as previously described (Lemieux et al (1979), Ferrari et al. (1980)) by glycosylation of Nα-(Fluoren-9-ylmethoxycarbonyl)-L-serine tert-butyl ester (Vowimkel et al. (1967) Schultz et al. (1993)) with 3,4,6-tri-O-acetyl-2-azido-2-deoxy-p-D-galactopyranosyl chloride (obtained from tri-O-acetyl-D-galactal) (Shafizadseh et al. (1963)) using AgOTf as catalysts, ... The reactants are CC(=CBr)c1ccc(Cl)cc1Cl, Cc1ccc2[nH]c3c(c2c1)CCN(C)CC3, [Cu]I, [K+], [K+], [K+], CN(C)C=O, O=C(O)C1CCCN1, O=P([O-])([O-])[O-]. Product: CC(=Cn1c2c(c3cc(C)ccc31)CCN(C)CC2)c1ccc(Cl)cc1Cl. RXN SMILES: [Br:33][CH:34]=[C:35]([CH3:36])[c:37]1[c:38]([Cl:44])[cH:39][c:40]([Cl:43])[cH:41][cH:42]1.[CH3:1][N:2]1[CH2:3][CH2:4][c:5]2[nH:6][c:7]3[cH:8][cH:9][c:10]([CH3:16])[cH:11][c:12]3[c:13]2[CH2:14][CH2:15]1.[Cu:50][I:51].[K+:30].[K+:31].[K+:32].[O:45]=[CH:46][N:47]([CH3:48])[CH3:49].[OH:17][C:18]([CH:19]1[NH:20][CH2:21][CH2:22][CH2:23]1)=[O:24].[P:25]([O-:26])([O-:27])([O-:28])=[O:29]>>[CH3:1][N:2]1[CH2:3][CH2:4][c:5]2[n:6]([CH:34]=[C:35]([CH3:36])[c:37]3[c:38]([Cl:44])[cH:39][c:40]([Cl:43])[cH:41][cH:42]3)[c:7]3[cH:8][cH:9][c:10]([CH3:16])[cH:11][c:12]3[c:13]2[CH2:14][CH2:15]1. Starting materials: NC=1C=C(CC2C(NC(S2)=O)=O)C=CC1O (5-(3-amino-4-hydroxybenzyl)-2,4-dioxothiazolidine), C1(=CC=CC=C1)C=1SC=C(N1)C=O (2-phenyl-4-formylthiazole). The solvent is C(C)O (ethanol). Yields the product O=C1SC(C(N1)=O)CC1=CC(=C(C=C1)O)N=CC=1N=C(SC1)C1=CC=CC=C1 (4-(2,4-dioxothiazolidin-5-yl)methyl-2-[(phenylthiazol-4-yl)methylidene]aminophenol). Isolated yield 97.8%. As a reaction SMILES: [NH2:1][C:2]1[CH:3]=[C:4]([CH:13]=[CH:14][C:15]=1[OH:16])[CH2:5][CH:6]1[S:10][C:9](=[O:11])[NH:8][C:7]1=[O:12].[C:17]1([C:23]2[S:24][CH:25]=[C:26]([CH:28]=O)[N:27]=2)[CH:22]=[CH:21][CH:20]=[CH:19][CH:18]=1>C(O)C>[O:11]=[C:9]1[NH:8][C:7](=[O:12])[CH:6]([CH2:5][C:4]2[CH:13]=[CH:14][C:15]([OH:16])=[C:2]([N:1]=[CH:28][C:26]3[N:27]=[C:23]([C:17]4[CH:18]=[CH:19][CH:20]=[CH:21][CH:22]=4)[S:24][CH:25]=3)[CH:3]=2)[S:10]1. Reported procedure: A mixture of 500 mg of 5-(3-amino-4-hydroxybenzyl)-2,4-dioxothiazolidine, 405 mg of 2-phenyl-4-formylthiazole and 30 ml of ethanol is refluxed for 20 minutes, and the solvent is distilled off. 840 mg of 4-(2,4-dioxothiazolidin-5-yl)methyl-2-[(phenylthiazol-4-yl)methylidene]aminophenol obtained as a crude product are dissolved in 40 ml of benzene, and 1.26 g of lead tetraacetate are added thereto. After the mixture is stirred at room temperature for 15 minutes, the solvent is distilled off. Ethyl... Reactants: O=C(n1ccnc1)n1ccnc1, CC(C)COc1ccc(C(=O)c2ccc(OCC(C)C)c(CCC(=O)O)c2)c(OCC(C)C)c1, CS(N)(=O)=O, ClC(Cl)Cl, Cl, C1CCC2=NCCCN2CC1, C1CCOC1, O. The product is CC(C)COc1ccc(C(=O)c2ccc(OCC(C)C)c(CCC(=O)NS(C)(=O)=O)c2)c(OCC(C)C)c1. Reaction SMILES: [C:35]([n:36]1[cH:37][cH:38][n:39][cH:40]1)([n:41]1[cH:42][cH:43][n:44][cH:45]1)=[O:46].[CH2:1]([CH:2]([CH3:3])[CH3:4])[O:5][c:6]1[c:7]([C:8](=[O:9])[c:10]2[cH:11][cH:12][c:13]([O:21][CH2:22][CH:23]([CH3:24])[CH3:25])[c:14]([CH2:16][CH2:17][C:18](=[O:19])[OH:20])[cH:15]2)[cH:26][cH:27][c:28]([O:30][CH2:31][CH:32]([CH3:33])[CH3:34])[cH:29]1.[CH3:47][S:48](=[O:49])(=[O:50])[NH2:51].[CH:70]([Cl:71])([Cl:72])[Cl:73].[ClH:63].[N:52]12[CH2:53][CH2:54][CH2:55][N:56]=[C:57]1[CH2:58][CH2:59][CH2:60][CH2:61][CH2:62]2.[O:64]1[CH2:65][CH2:66][CH2:67][CH2:68]1.[OH2:69]>>[CH2:1]([CH:2]([CH3:3])[CH3:4])[O:5][c:6]1[c:7]([C:8](=[O:9])[c:10]2[cH:11][cH:12][c:13]([O:21][CH2:22][CH:23]([CH3:24])[CH3:25])[c:14]([CH2:16][CH2:17][C:18](=[O:19])[NH:51][S:48]([CH3:47])(=[O:49])=[O:50])[cH:15]2)[cH:26][cH:27][c:28]([O:30][CH2:31][CH:32]([CH3:33])[CH3:34])[cH:29]1.